From a dataset of the Open Reaction Database (ORD), a public repository of structured organic reaction records. describe an organic reaction: reactants, conditions, products, and yield Reactants: O=C1CCC2(CC1)OCCO2, CCCN, CO, [H][H]. Product: CCCNC1CCC2(CC1)OCCO2. RXN SMILES: [CH2:1]1[CH2:2][O:3][C:4]2([CH2:5][CH2:6][C:7](=[O:10])[CH2:8][CH2:9]2)[O:11]1.[CH3:12][CH2:13][CH2:14][NH2:15].[CH3:18][OH:19].[H:16][H:17]>>[CH2:1]1[CH2:2][O:3][C:4]2([CH2:5][CH2:6][CH:7]([NH:15][CH2:14][CH2:13][CH3:12])[CH2:8][CH2:9]2)[O:11]1.